This data is from the Open Reaction Database (ORD), a public repository of structured organic reaction records. The task is: describe an organic reaction: reactants, conditions, products, and yield The reactants are ClC=1N=CC=C2C1NC=C2 (7-chloro-1H-pyrrolo[2,3-c]pyridine), IN1C(CCC1=O)=O (N-iodo-succinimide). The solvent is C(C)#N (acetonitrile). Conditions: time 1 hour. Yields the product ClC=1N=CC=C2C1NC=C2I (7-chloro-3-iodo-1H-pyrrolo[2,3-c]pyridine). The yield is 87.6%. RXN SMILES: [Cl:1][C:2]1[N:3]=[CH:4][CH:5]=[C:6]2[CH:10]=[CH:9][NH:8][C:7]=12.[I:11]N1C(=O)CCC1=O>C(#N)C>[Cl:1][C:2]1[N:3]=[CH:4][CH:5]=[C:6]2[C:10]([I:11])=[CH:9][NH:8][C:7]=12. Procedure: To a mixture of 7-chloro-1H-pyrrolo[2,3-c]pyridine (0.75 g, 4.92 mmol) and N-iodo-succinimide (1.2 g, 5.41 mmol) was added acetonitrile (31 mL) and the solution was heated to 75 C. After 1 h, the mixture was cooled to r.t., the formed solid was filtered, washed with acetonitrile, and dried to yield the title product (1.2 g). HRMS (ESI) calc (M+H)+=278.9180. found 278.9181.